Task: describe an organic reaction: reactants, conditions, products, and yield. Dataset: the Open Reaction Database (ORD), a public repository of structured organic reaction records Starting materials: [N+](=O)([O-])C1=CC=C(C=C1)S(=O)(=O)NCCC1=CC=C(C=C1)OC(N(C1=CC=CC=C1)C)=O (Methyl-phenyl-carbamic acid 4-[2-(4-nitro-benzenesulfonylamino)-ethyl]-phenyl ester). The reagents and catalysts are [Pd] (palladium on carbon). Solvent: C(C)O (ethanol). Yields the product NC1=CC=C(C=C1)S(=O)(=O)NCCC1=CC=C(C=C1)OC(N(C1=CC=CC=C1)C)=O (Methyl-phenyl-carbamic acid 4-[2-(4-amino-benzenesulfonylamino)-ethyl]-phenyl ester). Isolated yield 94.0%. As a reaction SMILES: [N+:1]([C:4]1[CH:9]=[CH:8][C:7]([S:10]([NH:13][CH2:14][CH2:15][C:16]2[CH:21]=[CH:20][C:19]([O:22][C:23](=[O:32])[N:24]([CH3:31])[C:25]3[CH:30]=[CH:29][CH:28]=[CH:27][CH:26]=3)=[CH:18][CH:17]=2)(=[O:12])=[O:11])=[CH:6][CH:5]=1)([O-])=O>[Pd].C(O)C>[NH2:1][C:4]1[CH:9]=[CH:8][C:7]([S:10]([NH:13][CH2:14][CH2:15][C:16]2[CH:21]=[CH:20][C:19]([O:22][C:23](=[O:32])[N:24]([CH3:31])[C:25]3[CH:26]=[CH:27][CH:28]=[CH:29][CH:30]=3)=[CH:18][CH:17]=2)(=[O:12])=[O:11])=[CH:6][CH:5]=1. Procedure: Methyl-phenyl-carbamic acid 4-[2-(4-nitro-benzenesulfonylamino)-ethyl]-phenyl ester, 5% palladium on carbon, and ethanol were stirred under hydrogen at 1 bar and rt for 16 h. Filtration and removal of ethanol produced the title compound in 94% yield as an oil. HPLC-MS: m/z=426.1 (M+1); Rt=3.61 min. Starting materials: O (water), ClC=1C=C(C=C(C1C(=O)OCC)N(C)C)C (Ethyl 6-chloro-4,N,N-trimethylanthranilate), ClC=1C=C(C=C(C1C(=O)OCC)N(C)C)C (Ethyl 6-chloro-4,N,N-trimethylanthranilate), [N+](=O)(O)[O-] (nitric acid). Solvent: S(O)(O)(=O)=O (sulphuric acid). Reaction conditions: time 8 hour. Product: ClC=1C(=C(C=C(C1C(=O)OCC)N(C)C)C)[N+](=O)[O-] (ethyl 6-chloro-4,N,N-trimethyl-5-nitroanthranilate). RXN SMILES: [Cl:1][C:2]1[CH:3]=[C:4]([CH3:16])[CH:5]=[C:6]([N:13]([CH3:15])[CH3:14])[C:7]=1[C:8]([O:10][CH2:11][CH3:12])=[O:9].[N+:17]([O-])([OH:19])=[O:18].O>S(=O)(=O)(O)O>[Cl:1][C:2]1[C:3]([N+:17]([O-:19])=[O:18])=[C:4]([CH3:16])[CH:5]=[C:6]([N:13]([CH3:14])[CH3:15])[C:7]=1[C:8]([O:10][CH2:11][CH3:12])=[O:9]. Procedure details: Ethyl 6-chloro-4,N,N-trimethylanthranilate (compound 1) (3 g) was added dropwise with stirring to a solution of nitric acid (SG 1.43) (3 ml) in conc sulphuric acid (10 ml) at room temperature. The mixture was stirred overnight at room temperature, then poured into water (200 ml). The yellow product was extracted into chloroform, and the extracts were dried by filtration after washing with water. The solvent was removed and the residue crystallised from ethanol to give ethyl 6-chloro-4,N,N-trimet... Starting materials: COC(CCC1=NC(=CC=C1O)CCC1C(C=C(C=C1)OC)=C=O)=O (3-{6-[2-(4-methoxy-carbonylphenyl)-ethyl]-3-hydroxy-2-pyridyl}-propionic acid methyl ester), BrCCCC/C=C/C1=CC=C(C=C1)OC ((1E)-6-bromo-1-(4-methoxyphenyl)-1-hexene). Yields the product COC(CCC1=NC(=CC=C1OCCCC\C=C\C1=CC=C(C=C1)OC)CCC1=CC=C(C=C1)C(=O)OC)=O (3-{6-[2-(4-methoxycarbonylphenyl)-ethyl]-3-[6-(4-methoxyphenyl)-(5E)-5-hexenyloxy]-2-pyridyl}-propionic acid methyl ester). Isolated yield 106.1%. RXN SMILES: [CH3:1][O:2][C:3](=[O:25])[CH2:4][CH2:5][C:6]1[C:11]([OH:12])=[CH:10][CH:9]=[C:8]([CH2:13][CH2:14][CH:15]2[CH:20]=[CH:19][C:18](OC)=[CH:17][C:16]2=C=O)[N:7]=1.Br[CH2:27][CH2:28][CH2:29][CH2:30]/[CH:31]=[CH:32]/[C:33]1[CH:38]=[CH:37][C:36]([O:39][CH3:40])=[CH:35][CH:34]=1>>[CH3:1][O:2][C:3](=[O:25])[CH2:4][CH2:5][C:6]1[C:11]([O:12][CH2:27][CH2:28][CH2:29][CH2:30]/[CH:31]=[CH:32]/[C:33]2[CH:38]=[CH:37][C:36]([O:39][CH3:40])=[CH:35][CH:34]=2)=[CH:10][CH:9]=[C:8]([CH2:13][CH2:14][C:15]2[CH:16]=[CH:17][C:18]([C:3]([O:2][CH3:1])=[O:25])=[CH:19][CH:20]=2)[N:7]=1. Reported procedure: Under the conditions of example 1 D, 280 mg of 3-{6-[2-(4-methoxy-carbonylphenyl)-ethyl]-3-hydroxy-2-pyridyl}-propionic acid methyl ester is reacted with 220 mg of (1E)-6-bromo-1-(4-methoxyphenyl)-1-hexene, worked up, and the crude product is chromatographed on silica gel with hexane/0-10% ethyl acetate. 230 mg of 3-{6-[2-(4-methoxycarbonylphenyl)-ethyl]-3-[6-(4-methoxyphenyl)-(5E)-5-hexenyloxy]-2-pyridyl}-propionic acid methyl ester of melting point 59°-61° C. is obtained. The reactants are [Na] (sodium), BrC(C(=O)OCC)CCCC (ethyl 2-bromohexanoate), CO (methanol), OC1=NN(C=N1)C1=CC=CC=C1 (3-hydroxy-1-phenyl-1,2,4-1H-triazole). The solvent is CS(=O)C (dimethylsulfoxide). Yields the product C(C)OC(=O)C(CCCC)OC1=NN(C=N1)C1=CC=CC=C1 (3-(1-ethoxycarbonylpentoxy)-1-phenyl-1,2,4-1H-triazole). The yield is 27.7%. Reaction SMILES: [Na].CO.[OH:4][C:5]1[N:9]=[CH:8][N:7]([C:10]2[CH:15]=[CH:14][CH:13]=[CH:12][CH:11]=2)[N:6]=1.Br[CH:17]([CH2:23][CH2:24][CH2:25][CH3:26])[C:18]([O:20][CH2:21][CH3:22])=[O:19]>CS(C)=O>[CH2:21]([O:20][C:18]([CH:17]([O:4][C:5]1[N:9]=[CH:8][N:7]([C:10]2[CH:15]=[CH:14][CH:13]=[CH:12][CH:11]=2)[N:6]=1)[CH2:23][CH2:24][CH2:25][CH3:26])=[O:19])[CH3:22] |^1:0|. Procedure: The process was carried out as shown in Example 7 above, beginning with 1.4 g of sodium, 30 ml of methanol, 150 ml of dimethylsulfoxide, 10 g of 3-hydroxy-1-phenyl-1,2,4-1H-triazole and 13.8 g of ethyl 2-bromohexanoate. The product was distilled at 205° and 1 mm of mercury to obtain 5.2 g of the desired product, an oil. Reactants: C[O-].[Na+] (Sodium methoxide), C1(=CC=CC=C1)C1C(C2=C(C(=C(C=C2C1)OC)Cl)Cl)=O (2-phenyl-5-methoxy-6,7-dichloro-1-indanone), ICC (iodoethane), C1=CC=CC=C1 (benzene). Solvent: CN(C=O)C (dimethylformamide), O (water). Conditions: time 1 hour. The product is C(C)C1(C(C2=C(C(=C(C=C2C1)OC)Cl)Cl)=O)C1=CC=CC=C1 (2-Ethyl-2-phenyl-5-methoxy-6,7-dichloro-1-indanone). As a reaction SMILES: C[O-].[Na+].[C:4]1([CH:10]2[CH2:18][C:17]3[C:12](=[C:13]([Cl:22])[C:14]([Cl:21])=[C:15]([O:19][CH3:20])[CH:16]=3)[C:11]2=[O:23])[CH:9]=[CH:8][CH:7]=[CH:6][CH:5]=1.I[CH2:25][CH3:26].C1C=CC=CC=1>O.CN(C)C=O>[CH2:25]([C:10]1([C:4]2[CH:5]=[CH:6][CH:7]=[CH:8][CH:9]=2)[CH2:18][C:17]2[C:12](=[C:13]([Cl:22])[C:14]([Cl:21])=[C:15]([O:19][CH3:20])[CH:16]=2)[C:11]1=[O:23])[CH3:26] |f:0.1|. Procedure details: Sodium methoxide (1.24 g., 0.023 mole) is added portionwise to a stirred mixture of 2-phenyl-5-methoxy-6,7-dichloro-1-indanone (4.61 g., 0.015 mole), iodoethane (15.5 ml., 0.15 mole), benzene (60 ml.) and dimethylformamide (60 ml.) under nitrogen in an ice-water bath. The reaction mixture is left to come to ambient temperature over one hour, then poured into water (1 l.), the benzene layer separated, dried over anhydrous magnesium sulfate and concentrated in vacuo to give 3.23 g. of 2-ethyl-2-ph... The reactants are CO, COC(=O)c1[nH]cnc1Cl, Cl, [Na+], C1COCCO1, [OH-]. Yields the product O=C(O)c1[nH]cnc1Cl. Reaction SMILES: [CH3:11][OH:12].[Cl:1][c:2]1[n:3][cH:4][nH:5][c:6]1[C:7](=[O:8])[O:9][CH3:10].[ClH:15].[Na+:14].[O:16]1[CH2:17][CH2:18][O:19][CH2:20][CH2:21]1.[OH-:13]>>[Cl:1][c:2]1[n:3][cH:4][nH:5][c:6]1[C:7](=[O:8])[OH:9]. Reactants: C1(=CC=C(C=C1)S(=O)(=O)Cl)C (para-toluenesulfonylchloride), C1(=CCCC1)CCO (2-(cyclopent-1-en-1-yl)ethyl alcohol), N1=CC=CC=C1 (pyridine). Reaction conditions: time 2 hour. Product: C=1(C(=CC=CC1)S(=O)(=O)OCCC1=CCCC1)C (2-(Cyclopent-1-en-yl)ethyl toluenesulfonate). Isolated yield 52.6%. RXN SMILES: [C:1]1(C)[CH:6]=[CH:5][C:4]([S:7](Cl)(=[O:9])=[O:8])=[CH:3][CH:2]=1.[C:12]1([CH2:17][CH2:18][OH:19])[CH2:16][CH2:15][CH2:14][CH:13]=1.N1C=CC=C[CH:21]=1>>[C:3]1([CH3:21])[C:4]([S:7]([O:19][CH2:18][CH2:17][C:12]2[CH2:16][CH2:15][CH2:14][CH:13]=2)(=[O:8])=[O:9])=[CH:5][CH:6]=[CH:1][CH:2]=1. Reported procedure: A para-toluenesulfonylchloride (3.81 g, 20 mmol) was added to the pyridine (30 ml) solution of 2-(cyclopent-1-en-1-yl)ethyl alcohol (2.24 g, 20 mmol) and then the reaction mixture was stirred at room temperature for 2 hrs. After the removement of pyridine, the residue was extracted with dichloromethane, washed with 1N HCl, dried, filtered and separated by column chromatography to give a desirable product (2.80 g).